Dataset: the Open Reaction Database (ORD), a public repository of structured organic reaction records. Task: describe an organic reaction: reactants, conditions, products, and yield Reactants: Cl (hydrochloric acid), ClC1=C(CNC2=C(C(=O)OC)C=CC(=C2)C(=O)OC)C=CC(=C1)Cl (dimethyl 2-(2,4-dichlorobenzyl)aminoterephthalate), CN(C1=CC=CC=C1)C (N,N-dimethylaniline), C(C)(=O)Cl (acetyl chloride). Run in C1(=CC=CC=C1)C (toluene). Run at temperature 50 celsius. Product: C(C)(=O)N(C1=C(C(=O)OC)C=CC(=C1)C(=O)OC)CC1=C(C=C(C=C1)Cl)Cl (Dimethyl 2-((N-acetyl)-(2,4-dichlorobenzyl)amino)terephthalate). Reaction SMILES: [Cl:1][C:2]1[CH:23]=[C:22]([Cl:24])[CH:21]=[CH:20][C:3]=1[CH2:4][NH:5][C:6]1[CH:15]=[C:14]([C:16]([O:18][CH3:19])=[O:17])[CH:13]=[CH:12][C:7]=1[C:8]([O:10][CH3:11])=[O:9].CN(C)C1C=CC=CC=1.[C:34](Cl)(=[O:36])[CH3:35].Cl>C1(C)C=CC=CC=1>[C:34]([N:5]([CH2:4][C:3]1[CH:20]=[CH:21][C:22]([Cl:24])=[CH:23][C:2]=1[Cl:1])[C:6]1[CH:15]=[C:14]([C:16]([O:18][CH3:19])=[O:17])[CH:13]=[CH:12][C:7]=1[C:8]([O:10][CH3:11])=[O:9])(=[O:36])[CH3:35]. Reported procedure: A mixture of dimethyl 2-(2,4-dichlorobenzyl)aminoterephthalate (12.00 g), N,N-dimethylaniline (7.92 g) and acetyl chloride (5.5 ml) in toluene (140 ml) was heated at 50° C. for 15 hr. After cooling, ice and concentrated hydrochloric acid were added to acidify the reaction mixture and the toluene layer was separated. The toluene layer was washed successively with water and a saturated aqueous sodium hydrogencarbonate solution, dried over sodium sulfate and concentrated. The residue was crystalliz... The reactants are O=CO, CCCCN(C(=O)NCCCl)C1OC(CO)C(O)C(O)C1O, O=N[O-], [Na+]. The product is CCCCN(C(=O)N(CCCl)N=O)C1OC(CO)C(O)C(O)C1O. As a reaction SMILES: [CH:27]([OH:28])=[O:29].[Cl:1][CH2:2][CH2:3][NH:4][C:5](=[O:6])[N:7]([CH:8]1[CH:9]([OH:10])[CH:11]([OH:12])[CH:13]([OH:14])[CH:15]([CH2:17][OH:18])[O:16]1)[CH2:19][CH2:20][CH2:21][CH3:22].[N:23](=[O:24])[O-:25].[Na+:26]>>[Cl:1][CH2:2][CH2:3][N:4]([C:5](=[O:6])[N:7]([CH:8]1[CH:9]([OH:10])[CH:11]([OH:12])[CH:13]([OH:14])[CH:15]([CH2:17][OH:18])[O:16]1)[CH2:19][CH2:20][CH2:21][CH3:22])[N:23]=[O:24].